This data is from the Open Reaction Database (ORD), a public repository of structured organic reaction records. The task is: describe an organic reaction: reactants, conditions, products, and yield Run at time 30 minute. The reactants are ClC=1C=C(C=CC1Cl)C(CCNC(OC(C)(C)C)=O)NC(=O)N1CC=2N=C(N=CC2CC1)NC(C)C (tert-butyl 3-(3,4-dichlorophenyl)-3-(2-(isopropylamino)-5,6,7,8-tetrahydropyrido[3,4-d]pyrimidine-7-carboxamido)propylcarbamate), C(=O)(C(F)(F)F)O (TFA). Procedure: To a solution of 300 (29 mg, 0.0540 mmol) in DCM (2 mL) was added TFA (1 mL, 13.0 mmol). The reaction was stirred at RT 30 min, concentrated, and partitioned between DCM (15 mL) and satd. aq. NaHCO3 (15 mL). The phases were separated and the aqueous phase extracted with DCM (15 mL). The combined organic extracts were dried (MgSO4), filtered and concentrated. The crude product was purified on a preparative SiO2 TLC plate (0.5 mm) developed with MeOH/DCM/NH4OH (9/90/1) to afford 11 mg (47%) of I-1... As a reaction SMILES: [Cl:1][C:2]1[CH:3]=[C:4]([CH:9]([NH:20][C:21]([N:23]2[CH2:32][CH2:31][C:30]3[CH:29]=[N:28][C:27]([NH:33][CH:34]([CH3:36])[CH3:35])=[N:26][C:25]=3[CH2:24]2)=[O:22])[CH2:10][CH2:11][NH:12]C(=O)OC(C)(C)C)[CH:5]=[CH:6][C:7]=1[Cl:8].C(O)(C(F)(F)F)=O>C(Cl)Cl>[NH2:12][CH2:11][CH2:10][CH:9]([NH:20][C:21]([N:23]1[CH2:32][CH2:31][C:30]2[CH:29]=[N:28][C:27]([NH:33][CH:34]([CH3:36])[CH3:35])=[N:26][C:25]=2[CH2:24]1)=[O:22])[C:4]1[CH:5]=[CH:6][C:7]([Cl:8])=[C:2]([Cl:1])[CH:3]=1. Yields the product NCCC(C1=CC(=C(C=C1)Cl)Cl)NC(=O)N1CC=2N=C(N=CC2CC1)NC(C)C (N-(3-amino-1-(3,4-dichlorophenyl)propyl)-2-(isopropylamino)-5,6-dihydropyrido[3,4-d]pyrimidine-7(8H)-carboxamide). The solvent is C(Cl)Cl (DCM). Reactants: NC1=NC=C(C=C1C(=O)NC1=C(C=NC=C1)C(=O)OC)Br (methyl 4-[(2-amino-5-bromo-pyridine-3-carbonyl)amino]pyridine-3-carboxylate), N1(CCOCC1)CC1=CC=C(S1)B1OC(C)(C)C(C)(C)O1 (5-(4-morpholinylmethyl)thiophene-2-boronic acid pinacol ester). RXN SMILES: [NH2:1][C:2]1[C:7]([C:8]([NH:10][C:11]2[CH:16]=[CH:15][N:14]=[CH:13][C:12]=2[C:17]([O:19][CH3:20])=[O:18])=[O:9])=[CH:6][C:5](Br)=[CH:4][N:3]=1.[N:22]1([CH2:28][C:29]2[S:33][C:32](B3OC(C)(C)C(C)(C)O3)=[CH:31][CH:30]=2)[CH2:27][CH2:26][O:25][CH2:24][CH2:23]1>>[CH3:20][O:19][C:17](=[O:18])[C:12]1[C:11]([NH:10][C:8]([C:7]2[C:2]([NH2:1])=[N:3][CH:4]=[C:5]([C:32]3[S:33][C:29]([CH2:28][N:22]4[CH2:23][CH2:24][O:25][CH2:26][CH2:27]4)=[CH:30][CH:31]=3)[CH:6]=2)=[O:9])=[CH:16][CH:15]=[N:14][CH:13]=1. Reported procedure: Reaction of methyl 4-[(2-amino-5-bromo-pyridine-3-carbonyl)amino]pyridine-3-carboxylate with 5-(4-morpholinylmethyl)thiophene-2-boronic acid pinacol ester gives compound “A35”; HPLC/MS: 1.36 min, [M+H]=454; Product: COC(C1=CN=CC=C1NC(=O)C=1C(=NC=C(C1)C=1SC(=CC1)CN1CCOCC1)N)=O (4-{[2-Amino-5-(5-morpholin-4-ylmethyl-thiophen-2-yl)-pyridine-3-carbonyl]-amino}-nicotinic acid methyl ester). The reactants are C1CCOC1, [Li]CCCC, COC(=O)C(C#N)=C(SC)SC, CCCCCC, Nc1cccnc1. Yields the product COC(=O)C(C#N)=C(Nc1cccnc1)SC. Reaction SMILES: [CH2:25]1[O:26][CH2:27][CH2:28][CH2:29]1.[CH2:8]([Li:9])[CH2:10][CH2:11][CH3:12].[CH3:13][S:14][C:15](=[C:16]([C:17](=[O:18])[O:19][CH3:20])[C:21]#[N:22])[S:23][CH3:24].[CH3:30][CH2:31][CH2:32][CH2:33][CH2:34][CH3:35].[NH2:1][c:2]1[cH:3][n:4][cH:5][cH:6][cH:7]1>>[NH:1]([c:2]1[cH:3][n:4][cH:5][cH:6][cH:7]1)[C:15]([S:14][CH3:13])=[C:16]([C:17](=[O:18])[O:19][CH3:20])[C:21]#[N:22].